Dataset: the Open Reaction Database (ORD), a public repository of structured organic reaction records. Task: describe an organic reaction: reactants, conditions, products, and yield Product: Cn1c(OCCCc2ccccc2)nc(-c2ccncc2)c(-c2ccc(F)cc2)c1=O. Reactants: Cn1c(S(C)(=O)=O)nc(-c2ccncc2)c(-c2ccc(F)cc2)c1=O, [H-], [Na+], C1CCOC1, OCCCc1ccccc1. RXN SMILES: [F:13][c:14]1[cH:15][cH:16][c:17](-[c:20]2[c:21](=[O:37])[n:22]([CH3:36])[c:23]([S:32]([CH3:33])(=[O:34])=[O:35])[n:24][c:25]2-[c:26]2[cH:27][cH:28][n:29][cH:30][cH:31]2)[cH:18][cH:19]1.[H-:1].[Na+:2].[O:38]1[CH2:39][CH2:40][CH2:41][CH2:42]1.[c:3]1([CH2:9][CH2:10][CH2:11][OH:12])[cH:4][cH:5][cH:6][cH:7][cH:8]1>>[c:3]1([CH2:9][CH2:10][CH2:11][O:12][c:23]2[n:22]([CH3:36])[c:21](=[O:37])[c:20](-[c:17]3[cH:16][cH:15][c:14]([F:13])[cH:19][cH:18]3)[c:25](-[c:26]3[cH:27][cH:28][n:29][cH:30][cH:31]3)[n:24]2)[cH:4][cH:5][cH:6][cH:7][cH:8]1. The reactants are P(OCC)(OCC)OCC (triethyl phosphite), ClCC1=CC=CC2=CC=CC=C12 (1-chloromethyl naphthalene), C(C)Cl (C2H5Cl). Product: CP(OCC)(OC1=CC=CC2=CC=CC=C12)=O (O-Ethyl (1-naphthyl) methylphosphonate). Yield: 75.0%. As a reaction SMILES: [P:1]([O:8][CH2:9][CH3:10])([O:5][CH2:6][CH3:7])[O:2]CC.ClC[C:13]1[C:22]2[C:17](=[CH:18]C=C[CH:21]=2)[CH:16]=[CH:15][CH:14]=1.[CH2:23](Cl)C>>[CH3:23][P:1](=[O:2])([O:5][C:6]1[C:7]2[C:14](=[CH:15][CH:16]=[CH:17][CH:18]=2)[CH:13]=[CH:22][CH:21]=1)[O:8][CH2:9][CH3:10]. Procedure: A mixture of 8.31 g (50 mmol) triethyl phosphite and 8.83 g (50 mmol) 1-chloromethyl naphthalene was heated for about 30 minutes until the evolution of gas (C2H5Cl) at 200° C. (external temperature) was finished. The reaction mixture was cooled to room temperature, to give 10.38 g NMPA (crude yield, 75%) as colorless oily liquid. Starting materials: FC1=CC=C(C=C1)O (4fluorophenol), ClC1=C(C(=O)Cl)C=CC=C1 (2-chlorobenzoylchloride), Ice water. Solvent: N1=CC=CC=C1 (pyridine), C1(=CC=CC=C1)C (toluene). Conditions: time 16 hour. Product: ClC1=C(C(=O)OC2=CC=C(C=C2)F)C=CC=C1 (4-Fluorophenyl 2-chlorobenzoate). The yield is 87.8%. Reaction SMILES: [F:1][C:2]1[CH:7]=[CH:6][C:5]([OH:8])=[CH:4][CH:3]=1.[Cl:9][C:10]1[CH:18]=[CH:17][CH:16]=[CH:15][C:11]=1[C:12](Cl)=[O:13]>N1C=CC=CC=1.C1(C)C=CC=CC=1>[Cl:9][C:10]1[CH:18]=[CH:17][CH:16]=[CH:15][C:11]=1[C:12]([O:8][C:5]1[CH:6]=[CH:7][C:2]([F:1])=[CH:3][CH:4]=1)=[O:13]. Reported procedure: To a stirred solution of 25 g of 4fluorophenol in 40 cc of pyridine and 30 cc of toluene was added dropwise 40.9 g of 2-chlorobenzoylchloride at room temperature. And the resulting mixture was stirred at room temperature for 16 hours. Ice water was added to the reaction mixture and extracted with ethyl acetate. The ethylacetate layer was washed 4 times with 1N HCl , dried over magnesium sulfate. The solvent was distilled off and the crude product thus obtained was recrystallized from hexane to o... The reactants are CC1=CC=C(C=N1)O (6-Methyl-3-hydroxypyridine), [Pb](=O)=O (lead dioxide). The solvent is C1(=CC=CC=C1)C (toluene). Product: OC=1C(=NC(=CC1)C)C1=NC(=CC=C1O)C (3,3'-Dihydroxy-6,6'-dimethyl-2,2'-bipyridine). The yield is 9.3%. As a reaction SMILES: [CH3:1][C:2]1[N:7]=[CH:6][C:5]([OH:8])=[CH:4][CH:3]=1.[Pb](=O)=O>C1(C)C=CC=CC=1>[OH:8][C:5]1[C:6]([C:6]2[C:5]([OH:8])=[CH:4][CH:3]=[C:2]([CH3:1])[N:7]=2)=[N:7][C:2]([CH3:1])=[CH:3][CH:4]=1. Procedure: 6-Methyl-3-hydroxypyridine (23.9 g, 0.219 moles), lead dioxide (98.3 g, 0.411 moles) and toluene (1 liter) were combined and refluxed for five hours. The hot solution was filtered and evaporated to dryness. The residue was refluxed with hexane and filtered while hot. The solution was evaporated to dryness giving the product as a yellow powder. Starting materials: COc1cc(N2CCC(N3CCN(S(C)(=O)=O)CC3)CC2)ccc1N, C[O-], CO, CCCCCC, O=C(Nc1c(F)cccc1F)c1cccc(-c2nc3c(F)cccn3c2-c2ccnc(Cl)n2)c1, ClCCl, Cl, [Na+], C1COCCO1, OCC(F)(F)F. The product is COc1cc(N2CCC(N3CCN(S(C)(=O)=O)CC3)CC2)ccc1Nc1nccc(-c2c(-c3cccc(C(=O)Nc4c(F)cccc4F)c3)nc3c(F)cccn23)n1. As a reaction SMILES: [CH3:35][O:36][c:37]1[c:38]([NH2:39])[cH:40][cH:41][c:42]([N:44]2[CH2:45][CH2:46][CH:47]([N:50]3[CH2:51][CH2:52][N:53]([S:56](=[O:57])(=[O:58])[CH3:59])[CH2:54][CH2:55]3)[CH2:48][CH2:49]2)[cH:43]1.[CH3:67][O-:68].[CH3:76][OH:77].[CH3:81][CH2:82][CH2:83][CH2:84][CH2:85][CH3:86].[Cl:1][c:2]1[n:3][cH:4][cH:5][c:6](-[c:8]2[c:9](-[c:18]3[cH:19][c:20]([C:21](=[O:22])[NH:23][c:24]4[c:25]([F:31])[cH:26][cH:27][cH:28][c:29]4[F:30])[cH:32][cH:33][cH:34]3)[n:10][c:11]3[n:12]2[cH:13][cH:14][cH:15][c:16]3[F:17])[n:7]1.[Cl:78][CH2:79][Cl:80].[ClH:60].[Na+:69].[O:61]1[CH2:62][CH2:63][O:64][CH2:65][CH2:66]1.[OH:70][CH2:71][C:72]([F:73])([F:74])[F:75]>>[c:2]1([NH:39][c:38]2[c:37]([O:36][CH3:35])[cH:43][c:42]([N:44]3[CH2:45][CH2:46][CH:47]([N:50]4[CH2:51][CH2:52][N:53]([S:56](=[O:57])(=[O:58])[CH3:59])[CH2:54][CH2:55]4)[CH2:48][CH2:49]3)[cH:41][cH:40]2)[n:3][cH:4][cH:5][c:6](-[c:8]2[c:9](-[c:18]3[cH:19][c:20]([C:21](=[O:22])[NH:23][c:24]4[c:25]([F:31])[cH:26][cH:27][cH:28][c:29]4[F:30])[cH:32][cH:33][cH:34]3)[n:10][c:11]3[n:12]2[cH:13][cH:14][cH:15][c:16]3[F:17])[n:7]1.